Dataset: the Open Reaction Database (ORD), a public repository of structured organic reaction records. Task: describe an organic reaction: reactants, conditions, products, and yield Reactants: [Li]CCCC, CC(C)NC(C)C, [Cl-], CC(=O)C(F)(F)F, [NH4+], C1CCOC1, C#Cc1ccc(C(=O)c2ccccn2)cc1. Yields the product CC(O)(C#Cc1ccc(C(=O)c2ccccn2)cc1)C(F)(F)F. Reaction SMILES: [CH2:8]([Li:9])[CH2:10][CH2:11][CH3:12].[CH:1]([NH:2][CH:3]([CH3:4])[CH3:5])([CH3:6])[CH3:7].[Cl-:36].[F:29][C:30]([C:31](=[O:32])[CH3:33])([F:34])[F:35].[NH4+:37].[O:38]1[CH2:39][CH2:40][CH2:41][CH2:42]1.[n:13]1[c:14]([C:19](=[O:20])[c:21]2[cH:22][cH:23][c:24]([C:27]#[CH:28])[cH:25][cH:26]2)[cH:15][cH:16][cH:17][cH:18]1>>[n:13]1[c:14]([C:19](=[O:20])[c:21]2[cH:22][cH:23][c:24]([C:27]#[C:28][C:31]([C:30]([F:29])([F:34])[F:35])([OH:32])[CH3:33])[cH:25][cH:26]2)[cH:15][cH:16][cH:17][cH:18]1. The reactants are COC=1C=C2C(=CC1OC)C(=O)C(C2)CC3CCN(CC3)CC=4C=CC=CC4 (Donepezil), CS(=O)(=O)O (methanesulfonic acid). The solvent is C(C)(=O)OCC (ethyl acetate), C(C)O (ethanol). Yields the product COC=1C=C2C(=CC1OC)C(=O)C(C2)CC3CCN(CC3)CC=4C=CC=CC4.S(C)(=O)(=O)[O-] (Donepezil Mesylate). Reaction SMILES: [CH3:1][O:2][C:3]1[CH:4]=[C:5]2[CH2:14][CH:13]([CH2:15][CH:16]3[CH2:21][CH2:20][N:19]([CH2:22][C:23]4[CH:24]=[CH:25][CH:26]=[CH:27][CH:28]=4)[CH2:18][CH2:17]3)[C:11](=[O:12])[C:6]2=[CH:7][C:8]=1[O:9][CH3:10].[CH3:29][S:30]([OH:33])(=[O:32])=[O:31]>C(OCC)(=O)C.C(O)C>[CH3:1][O:2][C:3]1[CH:4]=[C:5]2[CH2:14][CH:13]([CH2:15][CH:16]3[CH2:17][CH2:18][N:19]([CH2:22][C:23]4[CH:28]=[CH:27][CH:26]=[CH:25][CH:24]=4)[CH2:20][CH2:21]3)[C:11](=[O:12])[C:6]2=[CH:7][C:8]=1[O:9][CH3:10].[S:30]([O-:33])(=[O:32])(=[O:31])[CH3:29] |f:4.5|. Procedure details: 3.79 g of Donepezil is dissolved in 70 ml of ethyl acetate, and a solution of methanesulfonic acid (0.65 ml) in absolute ethanol (35 ml) is slowly added with stirring at room temperature. The solid precipitated is filtered and dried at 55° C. under vacuum to give the title compound. Melting point: 181.9° C.